Dataset: the Open Reaction Database (ORD), a public repository of structured organic reaction records. Task: describe an organic reaction: reactants, conditions, products, and yield Reaction conditions: temperature 75 celsius. The product is CN(C)CC1=CC=2C(=NC=C(C2)N)N1 (2-((dimethylamino)methyl)-1H-pyrrolo[2,3-b]pyridin-5-amine). Isolated yield 54.6%. The reactants are SnCl2 dihydrate, CN(CC1=CC=2C(=NC=C(C2)[N+](=O)[O-])N1)C (N,N-dimethyl-1-(5-nitro-1H-pyrrolo[2,3-b]pyridin-2-yl)methanamine), C([O-])(O)=O.[Na+] (sodium bicarbonate). As a reaction SMILES: [CH3:1][N:2]([CH3:16])[CH2:3][C:4]1[NH:15][C:7]2=[N:8][CH:9]=[C:10]([N+:12]([O-])=O)[CH:11]=[C:6]2[CH:5]=1.C(=O)(O)[O-].[Na+]>C(OCC)(=O)C.CO>[CH3:16][N:2]([CH2:3][C:4]1[NH:15][C:7]2=[N:8][CH:9]=[C:10]([NH2:12])[CH:11]=[C:6]2[CH:5]=1)[CH3:1] |f:1.2|. Run in C(C)(=O)OCC (ethyl acetate), CO (methanol). Procedure: SnCl2 dihydrate (0.11 g, 0.463 mmol) was added to a solution of N,N-dimethyl-1-(5-nitro-1H-pyrrolo[2,3-b]pyridin-2-yl)methanamine (0.017 g, 0.077 mmol) in ethyl acetate (0.8 mL) and methanol (0.2 mL). The mixture was heated at 75° C. for 2 hours, after which saturated aqueous sodium bicarbonate was added. The salts were filtered off, and then the layers were separated. The organic layers were dried over sodium sulfate, filtered, and evaporated to afford 2-((dimethylamino)methyl)-1H-pyrrolo[2,3-b... Reaction SMILES: [C:1]1([C:7]([C:12]2[CH:17]=[CH:16][C:15]([N+:18]([O-:20])=[O:19])=[CH:14][CH:13]=2)=[CH:8][C:9]([OH:11])=O)[CH:6]=[CH:5][CH:4]=[CH:3][CH:2]=1.ClC(OCC)=O.[CH3:27][CH:28]([NH2:38])[CH2:29][CH2:30][CH2:31][CH2:32][CH2:33][CH2:34][CH2:35][CH2:36][CH3:37]>>[CH3:27][CH:28]([NH:38][C:9](=[O:11])[CH:8]=[C:7]([C:1]1[CH:2]=[CH:3][CH:4]=[CH:5][CH:6]=1)[C:12]1[CH:17]=[CH:16][C:15]([N+:18]([O-:20])=[O:19])=[CH:14][CH:13]=1)[CH2:29][CH2:30][CH2:31][CH2:32][CH2:33][CH2:34][CH2:35][CH2:36][CH3:37]. Procedure: The title compound was prepared from 3-phenyl-3-(4-nitrophenyl)propenoic acid via mixed anhydride formation using ethyl chloroformate, followed by reaction with 1-methyldecylamine, substantially according to the procedure of Preparation 21. The product was induced to solidify by trituration under hexane. The solid was recrystallized from hexane, giving a small amount of material which was discarded. The mother liquors were evaporated in vacuo to give an oil which solidified when stirred under ac... Yield: 51.0%. Yields the product CC(CCCCCCCCC)NC(C=C(C1=CC=C(C=C1)[N+](=O)[O-])C1=CC=CC=C1)=O (N-(1-Methyldecyl)-3-phenyl-3-(4-nitrophenyl)propenamide). The reactants are C1(=CC=CC=C1)C(=CC(=O)O)C1=CC=C(C=C1)[N+](=O)[O-] (3-phenyl-3-(4-nitrophenyl)propenoic acid), CC(CCCCCCCCC)N (1-methyldecylamine), anhydride, ClC(=O)OCC (ethyl chloroformate). Starting materials: solid, [BH4-].[Na+] (NaBH4), Cl (HCl), [N+](=O)([O-])C1=CCCC1C1=C(C(=C(C=C1)OC)OC)OC (1-nitro-5-(2,3,4-trimethoxyphenyl)-cyclopentene), solid, [BH4-].[Na+] (NaBH4), [BH4-].[Na+] (NaBH4). Solvent: C1CCOC1 (THF), CO (methanol). Reaction conditions: time 1 hour. The product is [N+](=O)([O-])C1C(CCC1)C1=C(C(=C(C=C1)OC)OC)OC (1-nitro-2-(2,3,4-trimethoxyphenyl)cyclopentane). Isolated yield 76.1%. RXN SMILES: [N+:1]([C:4]1[CH:8]([C:9]2[CH:14]=[CH:13][C:12]([O:15][CH3:16])=[C:11]([O:17][CH3:18])[C:10]=2[O:19][CH3:20])[CH2:7][CH2:6][CH:5]=1)([O-:3])=[O:2].[BH4-].[Na+].Cl>C1COCC1.CO>[N+:1]([CH:4]1[CH2:5][CH2:6][CH2:7][CH:8]1[C:9]1[CH:14]=[CH:13][C:12]([O:15][CH3:16])=[C:11]([O:17][CH3:18])[C:10]=1[O:19][CH3:20])([O-:3])=[O:2] |f:1.2|. Reported procedure: A stirred solution of 1.78 g (6.4 mmol) of 1-nitro-5-(2,3,4-trimethoxyphenyl)-cyclopentene in 40 mL of THF and 40 mL of methanol was cooled in an ice bath and a 0.35 g (9.2 mmol) portion of solid NaBH4 was added. The mixture was stirred for 1 h and 0.38 g (10.0 mmol) of solid NaBH4 was added. The mixture was stirred for 1 h and 0.37 g (9.8 mmol) of solid NaBH4 was added. After stirring for 1 h, 100 mL of 5% aqueous HCl was added and the bulk of the THF and methanol were removed in vacuo. The res...